From a dataset of the Open Reaction Database (ORD), a public repository of structured organic reaction records. describe an organic reaction: reactants, conditions, products, and yield The reactants are FC=1C=C2CCC(OC2=CC1)[C@@H]1OC(OC1)(C)C (6-Fluoro-3,4-dihydro-2-((R)-2,2-dimethyl-1,3-dioxolan-4-yl)-2H-chromene), O (water). Solvent: C(C)(=O)O (acetic acid). Conditions: temperature 65 celsius. Product: FC=1C=C2CCC(OC2=CC1)[C@@H](CO)O ((R)-1-(6-fluoro-3,4-dihydro-2H-chromen-2-yl)-ethane-1,2-diol). Isolated yield 89.0%. As a reaction SMILES: [F:1][C:2]1[CH:3]=[C:4]2[C:9](=[CH:10][CH:11]=1)[O:8][CH:7]([C@H:12]1[CH2:16][O:15]C(C)(C)[O:13]1)[CH2:6][CH2:5]2.O>C(O)(=O)C>[F:1][C:2]1[CH:3]=[C:4]2[C:9](=[CH:10][CH:11]=1)[O:8][CH:7]([C@H:12]([OH:13])[CH2:16][OH:15])[CH2:6][CH2:5]2. Procedure: 6-Fluoro-3,4-dihydro-2-((R)-2,2-dimethyl-1,3-dioxolan-4-yl)-2H-chromene (40 mg, 0.16 mmol, diastereomeric ratio 75:25) was dissolved in acetic acid (2 ml) and demi water (0.7 ml). The reaction mixture was stirred vigorously and heated to 65° C. After 3 h at 65° C. the reaction mixture was cooled to 25° C. The solution was then concentrated in vacuo at 35° C. to obtain (R)-1-(6-fluoro-3,4-dihydro-2H-chromen-2-yl)-ethane-1,2-diol as a vetrous oil (89% yield, diastereomeric ratio 73:27).